Dataset: the Open Reaction Database (ORD), a public repository of structured organic reaction records. Task: describe an organic reaction: reactants, conditions, products, and yield The reactants are COC(=O)C=1N=C(C2=CC(=CC=C2C1O)OC1=CC=CC=C1)C1=CC=CC=C1 (4-hydroxy-7-phenoxy-1-phenyl-isoquinoline-3-carboxylic acid methyl ester), OC(=O)C(F)(F)F.NCC(C(=O)O)(C)C (3-amino-2,2-dimethyl-propionic acid TFA salt), C[O-].[Na+] (NaOMe). Solvent: CCO (EtOH). Run at temperature 150 celsius. The product is OC1=C(N=C(C2=CC(=CC=C12)OC1=CC=CC=C1)C1=CC=CC=C1)C(=O)NCC(C(=O)O)(C)C (3-[(4-Hydroxy-7-phenoxy-1-phenyl-isoquinoline-3-carbonyl)-amino]-2,2-dimethyl-propionic acid). The yield is 74.1%. Reaction SMILES: C[O:2][C:3]([C:5]1[N:6]=[C:7]([C:23]2[CH:28]=[CH:27][CH:26]=[CH:25][CH:24]=2)[C:8]2[C:13]([C:14]=1[OH:15])=[CH:12][CH:11]=[C:10]([O:16][C:17]1[CH:22]=[CH:21][CH:20]=[CH:19][CH:18]=1)[CH:9]=2)=O.OC(C(F)(F)F)=O.[NH2:36][CH2:37][C:38]([CH3:43])([CH3:42])[C:39]([OH:41])=[O:40].C[O-].[Na+]>CCO>[OH:15][C:14]1[C:13]2[C:8](=[CH:9][C:10]([O:16][C:17]3[CH:18]=[CH:19][CH:20]=[CH:21][CH:22]=3)=[CH:11][CH:12]=2)[C:7]([C:23]2[CH:24]=[CH:25][CH:26]=[CH:27][CH:28]=2)=[N:6][C:5]=1[C:3]([NH:36][CH2:37][C:38]([CH3:43])([CH3:42])[C:39]([OH:41])=[O:40])=[O:2] |f:1.2,3.4|. Procedure: A mixture of 4-hydroxy-7-phenoxy-1-phenyl-isoquinoline-3-carboxylic acid methyl ester (50 mg, 0.13 mmol), 3-amino-2,2-dimethyl-propionic acid TFA salt (125 mg, 0.54 mmol) and NaOMe (58 mg, 1.08 mmol) in EtOH (2 mL) was heated at 150° C. in a microwave reactor for 6 h. The solvent was evaporated, and the residue was partitioned between water (30 mL) and EtOAc (30 mL). 1 M HCl was added with vigorous stirring until pH was ˜2. The organic layer was dried over MgSO4 and concentrated. The crude produ... Reactants: COC(=O)C=1C=CC(=NC1)C(=O)O (5-(Methoxycarbonyl)pyridine-2-carboxylic acid), ice water, C([O-])(O)=O.[Na+] (sodium bicarbonate), N1=CC=CC=C1 (pyridine), C1(=CC=C(C=C1)S(=O)(=O)Cl)C (4-Toluenesulfonyl chloride). Solvent: C(C)OCC (ethyl ether), C(C)(C)(C)O (tert-butanol). Conditions: time 16 hour. Product: COC(=O)C=1C=CC(=NC1)C(=O)OC(C)(C)C (Pyridine-2,5-dicarboxylic acid 2-tert-butyl ester 5-methyl ester). Yield: 57.3%. As a reaction SMILES: [CH3:1][O:2][C:3]([C:5]1[CH:6]=[CH:7][C:8]([C:11]([OH:13])=[O:12])=[N:9][CH:10]=1)=[O:4].N1C=CC=CC=1.[C:20]1([CH3:30])[CH:25]=CC(S(Cl)(=O)=O)=C[CH:21]=1.C(=O)(O)[O-].[Na+]>C(O)(C)(C)C.C(OCC)C>[CH3:1][O:2][C:3]([C:5]1[CH:6]=[CH:7][C:8]([C:11]([O:13][C:20]([CH3:30])([CH3:25])[CH3:21])=[O:12])=[N:9][CH:10]=1)=[O:4] |f:3.4|. Reported procedure: 5-(Methoxycarbonyl)pyridine-2-carboxylic acid (7.72 g, 42.65 mmol) was suspended in tert-butanol (70 mL) and pyridine (25 mL) and cooled in an ice-water bath. 4-Toluenesulfonyl chloride (19.4 g, 102 mmol) was added in one portion and the mixture was stirred 30 minutes in the ice-water bath. The reaction mixture was warmed to room temperature and stirred for 16 h. The reaction mixture was then slowly poured into a stirring mixture of saturated aqueous sodium bicarbonate (300 mL) and ethyl ether (... The reactants are CCOC(=O)CCCC(Br)C(=O)c1ccc(F)c2ccccc12, CO, CCOC(C)=O, O=C[O-], [Na+]. Product: CCOC(=O)CCCC(O)C(=O)c1ccc(F)c2ccccc12. As a reaction SMILES: [Br:1][CH:2]([CH2:3][CH2:4][CH2:5][C:6](=[O:7])[O:8][CH2:9][CH3:10])[C:11](=[O:12])[c:13]1[cH:14][cH:15][c:16]([F:23])[c:17]2[cH:18][cH:19][cH:20][cH:21][c:22]12.[CH3:28][OH:29].[CH3:30][CH2:31][O:32][C:33](=[O:34])[CH3:35].[CH:24](=[O:25])[O-:26].[Na+:27]>>[CH:2]([CH2:3][CH2:4][CH2:5][C:6](=[O:7])[O:8][CH2:9][CH3:10])([C:11](=[O:12])[c:13]1[cH:14][cH:15][c:16]([F:23])[c:17]2[cH:18][cH:19][cH:20][cH:21][c:22]12)[OH:25]. Reactants: N1C=CC=2C(=CC=CC12)C=O (indole-4-carbaldehyde), C(C1=CC=CC=C1)Br (benzyl bromide), [H-].[Na+] (Sodium hydride), [Cl-].[NH4+] (ammonium chloride). Run in CN(C=O)C (dimethylformamide), CN(C=O)C (dimethylformamide), CN(C=O)C (dimethylformamide). Reaction conditions: time 30 minute. The product is C(C1=CC=CC=C1)N1C=CC=2C(=CC=CC12)C=O (1-benzylindole-4-carbaldehyde). Isolated yield 98.1%. As a reaction SMILES: [H-].[Na+].[NH:3]1[C:11]2[CH:10]=[CH:9][CH:8]=[C:7]([CH:12]=[O:13])[C:6]=2[CH:5]=[CH:4]1.[CH2:14](Br)[C:15]1[CH:20]=[CH:19][CH:18]=[CH:17][CH:16]=1.[Cl-].[NH4+]>CN(C)C=O>[CH2:14]([N:3]1[C:11]2[CH:10]=[CH:9][CH:8]=[C:7]([CH:12]=[O:13])[C:6]=2[CH:5]=[CH:4]1)[C:15]1[CH:20]=[CH:19][CH:18]=[CH:17][CH:16]=1 |f:0.1,4.5|. Procedure: Sodium hydride (95%; 0.37 g) was suspended in 10 ml of dimethylformamide and cooled to a temperature ranging from 0° to 5° C. with stirring, under an argon gas atmosphere. To the resulting mixed liquid, there was dropwise added a solution of 2.00 g of indole-4-carbaldehyde in 5 ml of dimethylformamide over 15 minutes. After completion of the dropwise addition, the mixture was stirred at a temperature ranging from 0° to 5° C. for 30 minutes. To the reaction solution, there was added a solution of... The reactants are Cl (HCl), C(#N)C=1N(C(=C(C1C)CC1=C(C=CC=C1)S(=O)(=O)N1CCCC1)C)CC(=O)OCC (ethyl 2-(2-cyano-3,5-dimethyl-4-(2-(pyrrolidin-1-ylsulfonyl)benzyl)-1H-pyrrol-1-yl)acetate), O (Water), [OH-].[Li+] (lithium hydroxide). Solvent: C1CCOC1 (THF), CO (MeOH). Run at time 1 hour. Product: C(#N)C=1N(C(=C(C1C)CC1=C(C=CC=C1)S(=O)(=O)N1CCCC1)C)CC(=O)O (2-(2-cyano-3,5-dimethyl-4-(2-(pyrrolidin-1-ylsulfonyl)benzyl)-1H-pyrrol-1-yl)acetic acid). As a reaction SMILES: [C:1]([C:3]1[N:4]([CH2:25][C:26]([O:28]CC)=[O:27])[C:5]([CH3:24])=[C:6]([CH2:9][C:10]2[CH:15]=[CH:14][CH:13]=[CH:12][C:11]=2[S:16]([N:19]2[CH2:23][CH2:22][CH2:21][CH2:20]2)(=[O:18])=[O:17])[C:7]=1[CH3:8])#[N:2].O.[OH-].[Li+].Cl>C1COCC1.CO>[C:1]([C:3]1[N:4]([CH2:25][C:26]([OH:28])=[O:27])[C:5]([CH3:24])=[C:6]([CH2:9][C:10]2[CH:15]=[CH:14][CH:13]=[CH:12][C:11]=2[S:16]([N:19]2[CH2:23][CH2:22][CH2:21][CH2:20]2)(=[O:17])=[O:18])[C:7]=1[CH3:8])#[N:2] |f:2.3|. Procedure details: To a solution of ethyl 2-(2-cyano-3,5-dimethyl-4-(2-(pyrrolidin-1-ylsulfonyl)benzyl)-1H-pyrrol-1-yl)acetate (40.0 mg, 0.093 mmol) in THF (1.1 ml), MeOH (372 μl), and Water (372 μl) at 0° C., was added lithium hydroxide (5.2 mg, 0.217 mmol). The mixture was stirred for 1 hour. This mixture was left standing over the course of 2 days at room temperature. To this mixture, was added HCl (214 μl, 0.214 mmol), then, the mixture was concentrated under vacuum, diluted in dichloromethane (50 ml) and wash... Starting materials: CCO, COc1ccc([N+](=O)[O-])c(N)n1, [H][H]. Yields the product COc1ccc(N)c(N)n1. As a reaction SMILES: [CH3:15][CH2:16][OH:17].[CH3:1][O:2][c:3]1[cH:4][cH:5][c:6]([N+:10]([O-:11])=[O:12])[c:7]([NH2:9])[n:8]1.[H:13][H:14]>>[CH3:1][O:2][c:3]1[cH:4][cH:5][c:6]([NH2:10])[c:7]([NH2:9])[n:8]1. Reactants: CCOc1ccncc1[N+](=O)[O-], CC#N, NCCN1CCNCC1. The product is O=[N+]([O-])c1cnccc1NCCN1CCNCC1. RXN SMILES: [CH2:10]([O:11][c:13]1[c:14]([N+:19](=[O:20])[O-:21])[cH:15][n:16][cH:17][cH:18]1)[CH3:12].[CH3:22][C:23]#[N:24].[NH2:1][CH2:2][CH2:3][N:4]1[CH2:5][CH2:6][NH:7][CH2:8][CH2:9]1>>[NH:1]([CH2:2][CH2:3][N:4]1[CH2:5][CH2:6][NH:7][CH2:8][CH2:9]1)[c:13]1[c:14]([N+:19](=[O:20])[O-:21])[cH:15][n:16][cH:17][cH:18]1. Reactants: OC(C)(C)C=1N=C(NC1C(=O)OC1OC(=O)C2=CC=CC=C12)CCC (phthalidyl 4-(1-hydroxy-1-methylethyl)-2-propylimidazole-5-carboxylate), C(C1=CC=CC=C1)(C1=CC=CC=C1)(C1=CC=CC=C1)N1N=NN=C1C1=C(C=CC=C1)C1=CC=C(CBr)C=C1 (4-[2-(trityltetrazol-5-yl)phenyl]benzyl bromide), C([O-])([O-])=O.[K+].[K+] (potassium carbonate). Product: OC(C)(C)C=1N=C(N(C1C(=O)OC1OC(=O)C2=CC=CC=C12)CC1=CC=C(C=C1)C1=C(C=CC=C1)C1=NN=NN1C(C1=CC=CC=C1)(C1=CC=CC=C1)C1=CC=CC=C1)CCC (Phthalidyl 4-(1-hydroxy-1-methylethyl)-2-propyl-1-{4-[2-(trityltetrazol-5-yl)phenyl]phenyl}methylimidazole-5-carboxylate). Isolated yield 18.1%. RXN SMILES: [OH:1][C:2]([C:5]1[N:6]=[C:7]([CH2:23][CH2:24][CH3:25])[NH:8][C:9]=1[C:10]([O:12][CH:13]1[C:22]2[C:17](=[CH:18][CH:19]=[CH:20][CH:21]=2)[C:15](=[O:16])[O:14]1)=[O:11])([CH3:4])[CH3:3].[C:26]([N:45]1[C:49]([C:50]2[CH:55]=[CH:54][CH:53]=[CH:52][C:51]=2[C:56]2[CH:63]=[CH:62][C:59]([CH2:60]Br)=[CH:58][CH:57]=2)=[N:48][N:47]=[N:46]1)([C:39]1[CH:44]=[CH:43][CH:42]=[CH:41][CH:40]=1)([C:33]1[CH:38]=[CH:37][CH:36]=[CH:35][CH:34]=1)[C:27]1[CH:32]=[CH:31][CH:30]=[CH:29][CH:28]=1.C(=O)([O-])[O-].[K+].[K+]>>[OH:1][C:2]([C:5]1[N:6]=[C:7]([CH2:23][CH2:24][CH3:25])[N:8]([CH2:60][C:59]2[CH:58]=[CH:57][C:56]([C:51]3[CH:52]=[CH:53][CH:54]=[CH:55][C:50]=3[C:49]3[N:45]([C:26]([C:39]4[CH:44]=[CH:43][CH:42]=[CH:41][CH:40]=4)([C:33]4[CH:34]=[CH:35][CH:36]=[CH:37][CH:38]=4)[C:27]4[CH:32]=[CH:31][CH:30]=[CH:29][CH:28]=4)[N:46]=[N:47][N:48]=3)=[CH:63][CH:62]=2)[C:9]=1[C:10]([O:12][CH:13]1[C:22]2[C:17](=[CH:18][CH:19]=[CH:20][CH:21]=2)[C:15](=[O:16])[O:14]1)=[O:11])([CH3:3])[CH3:4] |f:2.3.4|. Procedure: Following a procedure similar to that described in Example 61(a), but using 0.456 g of phthalidyl 4-(1-hydroxy-1-methylethyl)-2-propylimidazole-5-carboxylate (prepared as described in Preparation 32), 0.736 g of 4-[2-(trityltetrazol-5-yl)phenyl]benzyl bromide and 0.366 g of potassium carbonate, 0.196 g of the title compound was obtained, melting at 118°-120° C.